This data is from the Open Reaction Database (ORD), a public repository of structured organic reaction records. The task is: describe an organic reaction: reactants, conditions, products, and yield The product is Fc1cc(F)cc(COc2cncc(Cl)n2)c1. Reaction SMILES: [Cl:1][c:2]1[n:3][c:4]([Cl:8])[cH:5][n:6][cH:7]1.[F:9][c:10]1[cH:11][c:12]([CH2:13][OH:14])[cH:15][c:16]([F:18])[cH:17]1.[H-:20].[Na+:19]>>[c:2]1([O:14][CH2:13][c:12]2[cH:11][c:10]([F:9])[cH:17][c:16]([F:18])[cH:15]2)[n:3][c:4]([Cl:8])[cH:5][n:6][cH:7]1. Reactants: Clc1cncc(Cl)n1, OCc1cc(F)cc(F)c1, [H-], [Na+]. Run in CS(=O)C (DMSO). Procedure details: A mixture of 5-bromo-1-methylpyrimidine-2,4(1H,3H)-dione (80 mg, 0.390 mmol), 2-chloro-N,N-dimethylacetamide (47.4 mg, 0.390 mmol), and potassium carbonate (64.7 mg, 0.468 mmol) in DMSO (3 mL) was stirred at room temperature 2 hours. The reaction mixture was subsequently filtered and purified via preparative HPLC, eluting with a gradient of 5-70% ACN (containing 0.035% TFA) in H2O (containing 0.05% TFA) to give the title compound. Yields the product BrC1=CN(C(N(C1=O)CC(=O)N(C)C)=O)C (2-(5-bromo-3-methyl-2,6-dioxo-2,3-dihydropyrimidin-1(6H)-yl)-N,N-dimethylacetamide). Run at time 2 hour. Reaction SMILES: [Br:1][C:2]1[C:3](=[O:10])[NH:4][C:5](=[O:9])[N:6]([CH3:8])[CH:7]=1.Cl[CH2:12][C:13]([N:15]([CH3:17])[CH3:16])=[O:14].C(=O)([O-])[O-].[K+].[K+]>CS(C)=O>[Br:1][C:2]1[C:3](=[O:10])[N:4]([CH2:12][C:13]([N:15]([CH3:17])[CH3:16])=[O:14])[C:5](=[O:9])[N:6]([CH3:8])[CH:7]=1 |f:2.3.4|. Reactants: BrC=1C(NC(N(C1)C)=O)=O (5-bromo-1-methylpyrimidine-2,4(1H,3H)-dione), ClCC(=O)N(C)C (2-chloro-N,N-dimethylacetamide), C([O-])([O-])=O.[K+].[K+] (potassium carbonate). Starting materials: CC(C(=O)C1=CN(C2=NC=C(N=C21)C=2C=C(C(=O)NCCO)C=C(C2)N2CCCC2)COCC[Si](C)(C)C)(C)C (3-[7-(2,2-dimethyl-propionyl)-5-(2-trimethylsilanyl-ethoxymethyl)-5H-pyrrolo[2,3-b]pyrazin-2-yl]-N-(2-hydroxy-ethyl)-5-pyrrolidin-1-yl-benzamide). Solvent: C(Cl)Cl.CO (DCM MeOH). The product is CC(C(=O)C1=CNC2=NC=C(N=C21)C=2C=C(C(=O)NCCO)C=C(C2)N2CCCC2)(C)C (3-[7-(2,2-Dimethyl-propionyl)-5H-pyrrolo[2,3-b]pyrazin-2-yl]-N-(2-hydroxy-ethyl)-5-pyrrolidin-1-yl-benzamide). The yield is 83.0%. RXN SMILES: [CH3:1][C:2]([CH3:40])([CH3:39])[C:3]([C:5]1[C:13]2[C:8](=[N:9][CH:10]=[C:11]([C:14]3[CH:15]=[C:16]([CH:23]=[C:24]([N:26]4[CH2:30][CH2:29][CH2:28][CH2:27]4)[CH:25]=3)[C:17]([NH:19][CH2:20][CH2:21][OH:22])=[O:18])[N:12]=2)[N:7](COCC[Si](C)(C)C)[CH:6]=1)=[O:4]>C(Cl)Cl.CO>[CH3:1][C:2]([CH3:40])([CH3:39])[C:3]([C:5]1[C:13]2[C:8](=[N:9][CH:10]=[C:11]([C:14]3[CH:15]=[C:16]([CH:23]=[C:24]([N:26]4[CH2:30][CH2:29][CH2:28][CH2:27]4)[CH:25]=3)[C:17]([NH:19][CH2:20][CH2:21][OH:22])=[O:18])[N:12]=2)[NH:7][CH:6]=1)=[O:4] |f:1.2|. Procedure details: 3-[7-(2,2-Dimethyl-propionyl)-5H-pyrrolo[2,3-b]pyrazin-2-yl]-N-(2-hydroxy-ethyl)-5-pyrrolidin-1-yl-benzamide was prepared following the same procedure but using 3-[7-(2,2-dimethyl-propionyl)-5-(2-trimethylsilanyl-ethoxymethyl)-5H-pyrrolo[2,3-b]pyrazin-2-yl]-N-(2-hydroxy-ethyl)-5-pyrrolidin-1-yl-benzamide as starting material. The product was obtained in 83% yield after SiO2 chromatography (DCM/MeOH 0-5% MeOH). Starting materials: C(=C\CCC)/C1CCC(CC1)=O (4-(trans-1-pentenyl)cyclohexanone), [Li] (lithium), N (ammonia), [Li] (lithium). The solvent is C(C)OCC (diethyl ether), C(C)O (ethanol). Reaction conditions: time 1.5 hour. Product: ethyl acetate petroleum ether, C(=C\CCC)/[C@@H]1CC[C@H](CC1)O (trans-4-(trans-1-pentenyl)cyclohexanol). The yield is 89.1%. Reaction SMILES: [CH:1](/[CH:6]1[CH2:11][CH2:10][C:9](=[O:12])[CH2:8][CH2:7]1)=[CH:2]\[CH2:3][CH2:4][CH3:5].N.[Li]>C(OCC)C.C(O)C>[CH:1](/[C@H:6]1[CH2:7][CH2:8][C@H:9]([OH:12])[CH2:10][CH2:11]1)=[CH:2]\[CH2:3][CH2:4][CH3:5] |^1:13|. Procedure details: 1.63 g of 4-(trans-1-pentenyl)cyclohexanone were dissolved in 8 ml of diethyl ether and 14 ml of ethanol. Subsequently, the solution was treated dropwise with about 70 ml of ammonia and portionwise with lithium wire until the colour of the mixture remained constant for 1.5 hours (about 1.3 g of lithium). Thereafter, the ammonia was removed by evaporation and the mixture was made acid with ammonium chloride and hydrochloric acid and left to stand for 3 days. The mixture was then partitioned in di... The reactants are CCO, CN1C(=O)CSc2cc([N+](=O)[O-])ccc21, [Cl-], [Fe], [NH4+], O. Yields the product CN1C(=O)CSc2cc(N)ccc21. As a reaction SMILES: [CH3:18][CH2:19][OH:20].[CH3:1][N:2]1[C:3](=[O:15])[CH2:4][S:5][c:6]2[c:7]1[cH:8][cH:9][c:10]([N+:12]([O-:13])=[O:14])[cH:11]2.[Cl-:16].[Fe:22].[NH4+:17].[OH2:21]>>[CH3:1][N:2]1[C:3](=[O:15])[CH2:4][S:5][c:6]2[c:7]1[cH:8][cH:9][c:10]([NH2:12])[cH:11]2. Starting materials: Clc1ccc(N2CCN(Cc3cn4cc(Br)ccc4n3)CC2)cc1, O=C([O-])O, COCCOC, [Na+], O, OB(O)Oc1ccccc1, c1ccc(P(c2ccccc2)(c2ccccc2)[Pd](P(c2ccccc2)(c2ccccc2)c2ccccc2)(P(c2ccccc2)(c2ccccc2)c2ccccc2)P(c2ccccc2)(c2ccccc2)c2ccccc2)cc1. Product: Clc1ccc(N2CCN(Cc3cn4cc(-c5ccccc5)ccc4n3)CC2)cc1. Reaction SMILES: [Br:1][c:2]1[cH:3][cH:4][c:5]2[n:6]([cH:7]1)[cH:8][c:9]([CH2:11][N:12]1[CH2:13][CH2:14][N:15]([c:18]3[cH:19][cH:20][c:21]([Cl:24])[cH:22][cH:23]3)[CH2:16][CH2:17]1)[n:10]2.[C:41](=[O:42])([OH:43])[O-:44].[CH2:25]([CH2:26][O:27][CH3:28])[O:29][CH3:30].[Na+:45].[OH2:46].[c:31]1([O:37][B:38]([OH:39])[OH:40])[cH:32][cH:33][cH:34][cH:35][cH:36]1.[cH:47]1[cH:48][cH:49][c:50]([P:51]([Pd:52]([P:53]([c:54]2[cH:55][cH:56][cH:57][cH:58][cH:59]2)([c:60]2[cH:61][cH:62][cH:63][cH:64][cH:65]2)[c:66]2[cH:67][cH:68][cH:69][cH:70][cH:71]2)([P:72]([c:73]2[cH:74][cH:75][cH:76][cH:77][cH:78]2)([c:79]2[cH:80][cH:81][cH:82][cH:83][cH:84]2)[c:85]2[cH:86][cH:87][cH:88][cH:89][cH:90]2)[P:91]([c:92]2[cH:93][cH:94][cH:95][cH:96][cH:97]2)([c:98]2[cH:99][cH:100][cH:101][cH:102][cH:103]2)[c:104]2[cH:105][cH:106][cH:107][cH:108][cH:109]2)([c:110]2[cH:111][cH:112][cH:113][cH:114][cH:115]2)[c:116]2[cH:117][cH:118][cH:119][cH:120][cH:121]2)[cH:122][cH:123]1>>[c:2]1(-[c:31]2[cH:32][cH:33][cH:34][cH:35][cH:36]2)[cH:3][cH:4][c:5]2[n:6]([cH:7]1)[cH:8][c:9]([CH2:11][N:12]1[CH2:13][CH2:14][N:15]([c:18]3[cH:19][cH:20][c:21]([Cl:24])[cH:22][cH:23]3)[CH2:16][CH2:17]1)[n:10]2. Starting materials: NC1=CC=C(CC2=NC=3N(C(N(C(C3N2)=O)CC2=C(C=CC=C2)F)=O)CC2CC2)C=C1 (8-(4-amino-benzyl)-3-cyclopropylmethyl-1-(2-fluoro-benzyl)-3,7-dihydro-purine-2,6-dione), CN(C)CC(=O)O (dimethylamino-acetic acid), C(C)(C)N(C(C)C)CC (N,N-diisopropylethylamine), N′N′-tetramethyluronium hexafluorophosphate. The solvent is CN(C=O)C (N,N-dimethylformamide). Reaction conditions: temperature 25 celsius, time 48 hour. Yields the product C1(CC1)CN1C(N(C(C=2NC(=NC12)CC1=CC=C(C=C1)NC(CN(C)C)=O)=O)CC1=C(C=CC=C1)F)=O (N-{4-[3-cyclopropylmethyl-1-(2-fluoro-benzyl)-2,6-dioxo-2,3,6,7-tetrahydro-1H-purin-8-ylmethyl]-phenyl}-2-dimethylamino-acetamide). Yield: 43.2%. As a reaction SMILES: [NH2:1][C:2]1[CH:31]=[CH:30][C:5]([CH2:6][C:7]2[NH:15][C:14]3[C:13](=[O:16])[N:12]([CH2:17][C:18]4[CH:23]=[CH:22][CH:21]=[CH:20][C:19]=4[F:24])[C:11](=[O:25])[N:10]([CH2:26][CH:27]4[CH2:29][CH2:28]4)[C:9]=3[N:8]=2)=[CH:4][CH:3]=1.[CH3:32][N:33]([CH2:35][C:36](O)=[O:37])[CH3:34].C(N(CC)C(C)C)(C)C>CN(C)C=O>[CH:27]1([CH2:26][N:10]2[C:9]3[N:8]=[C:7]([CH2:6][C:5]4[CH:4]=[CH:3][C:2]([NH:1][C:36](=[O:37])[CH2:35][N:33]([CH3:34])[CH3:32])=[CH:31][CH:30]=4)[NH:15][C:14]=3[C:13](=[O:16])[N:12]([CH2:17][C:18]3[CH:23]=[CH:22][CH:21]=[CH:20][C:19]=3[F:24])[C:11]2=[O:25])[CH2:28][CH2:29]1. Reported procedure: A solution of 8-(4-amino-benzyl)-3-cyclopropylmethyl-1-(2-fluoro-benzyl)-3,7-dihydro-purine-2,6-dione (45 mg, 0.11 mmol) in N,N-dimethylformamide (1.0 mL) at 25° C. was treated with dimethylamino-acetic acid (11 mg, 0.11 mmol), O-benzotriazol-1-yl-N,N.N′N′-tetramethyluronium hexafluorophosphate (45 mg, 0.12 mmol), and N,N-diisopropylethylamine (56 μL, 0.32 mmol). The resulting solution was stirred at 25° C. for 48 h. At this time, the reaction was concentrated in vacuo. The residue was dissolved...